Dataset: the Open Reaction Database (ORD), a public repository of structured organic reaction records. Task: describe an organic reaction: reactants, conditions, products, and yield The reactants are solution, C(=C)[Mg]Br (vinylmagnesium bromide), CCOCC (Et2O), C(C)C1=NN2C(N=C(C=C2C)C)=C1CC1=CC=C(C=C1)O (4-(2-ethyl-5,7-dimethyl-pyrazolo[1,5-a]pyrimidin-3-ylmethyl)-phenol), C[C@@H](C1=CC=CC=C1)N ((S)-(−)-alpha-methylbenzylamin). The solvent is O (water), C1CCOC1 (THF). Reaction conditions: time 1 hour. Yields the product C[C@@H]1N(CCC(C1)=O)[C@@H](C)C1=CC=CC=C1 ((S)-2-methyl-1-((S)-1-phenyl-ethyl)-piperidin-4-one). As a reaction SMILES: C(C1C(C[C:15]2[CH:20]=[CH:19][C:18]([OH:21])=[CH:17][CH:16]=2)=C2N=C(C)C=C(C)N2N=1)C.C([Mg]Br)=C.CCOCC.[CH3:31][C@H:32]([NH2:39])[C:33]1[CH:38]=[CH:37][CH:36]=[CH:35][CH:34]=1>C1COCC1.O>[CH3:15][C@H:16]1[CH2:17][C:18](=[O:21])[CH2:19][CH2:20][N:39]1[C@H:32]([C:33]1[CH:38]=[CH:37][CH:36]=[CH:35][CH:34]=1)[CH3:31]. Procedure details: In a flame dried roundbottomflask (E)-but-2-enoic acid methoxy-methyl-amide (Einhorn et al., Synth. Commun. 20 (8), 1105-1112 (1990)) (8.0 g, 61.9 mmol) was dissolved in 150 ml of THF. A 1M solution of vinylmagnesium bromide in Et2O (68.1 ml, 68.1 mmol) was added at 0° C. and then the mixture was stirred for 1 h at rt. (S)-(−)-alpha-methylbenzylamin (15.8 ml, 124 mmol) was added at rt, followed by water (15 ml). The reaction was stirred at rt for 1 h. THF was evaporated and 150 ml of water was a... The reactants are C(=O)C1=C(C(=O)OC)C=CC=C1 (methyl 2-formylbenzoate), C(C)OC(C(CC(=O)OCC)=O)OCC (ethyl 4,4-diethoxyacetoacetate), C(C)(=O)O (acetic acid). Reagents/catalysts: N1C(CCCC1)=O (piperidone). The solvent is C1=CC=CC=C1 (benzene), C1=CC=CC=C1 (benzene). The product is COC(=O)C1=C(C=C(C(=O)OCC)C(=O)C(OCC)OCC)C=CC=C1 (ethyl 2-(2-methoxycarbonylbenzyliden)-4,4-diethoxyacetoacetate). Yield: 116.3%. Reaction SMILES: [CH:1]([C:3]1[CH:12]=[CH:11][CH:10]=[CH:9][C:4]=1[C:5]([O:7][CH3:8])=[O:6])=O.[CH2:13]([O:15][CH:16]([O:25][CH2:26][CH3:27])[C:17](=[O:24])[CH2:18][C:19]([O:21][CH2:22][CH3:23])=[O:20])[CH3:14].C(O)(=O)C>C1C=CC=CC=1.N1CCCCC1=O>[CH3:8][O:7][C:5]([C:4]1[CH:9]=[CH:10][CH:11]=[CH:12][C:3]=1[CH:1]=[C:18]([C:17]([CH:16]([O:15][CH2:13][CH3:14])[O:25][CH2:26][CH3:27])=[O:24])[C:19]([O:21][CH2:22][CH3:23])=[O:20])=[O:6]. Procedure details: 2-(i) To a mixture of methyl 2-formylbenzoate (4.92 g), ethyl 4,4-diethoxyacetoacetate (7.2 g) and acetic acid (0.36 g) in benzene (15 ml) was added portionwise each one third portion of a solution of piperidone (306 mg) in benzene (5 ml) for each 20 minutes' interval, and the mixture was heated to reflux for 3 hours under removing off azeotropically the resulting water. After cooling, the reaction mixture was diluted with additional benzene (25 ml), washed three times with water and successivel... Reactants: C1CCOC1, CC=CC(CC(=O)OCC)c1ccc(OCc2ccc(C(C)(C)C)c(-c3cc(OC)ccc3F)c2)cc1C, CCO, [Na+], [OH-]. Yields the product CC=CC(CC(=O)O)c1ccc(OCc2ccc(C(C)(C)C)c(-c3cc(OC)ccc3F)c2)cc1C. RXN SMILES: [CH2:39]1[O:40][CH2:41][CH2:42][CH2:43]1.[CH3:1][C:2]([CH3:3])([CH3:4])[c:5]1[cH:6][cH:7][c:8]([CH2:20][O:21][c:22]2[cH:23][c:24]([CH3:38])[c:25]([CH:28]([CH2:29][C:30](=[O:31])[O:32][CH2:33][CH3:34])[CH:35]=[CH:36][CH3:37])[cH:26][cH:27]2)[cH:9][c:10]1-[c:11]1[c:12]([F:19])[cH:13][cH:14][c:15]([O:17][CH3:18])[cH:16]1.[CH3:44][CH2:45][OH:46].[Na+:48].[OH-:47]>>[CH3:1][C:2]([CH3:3])([CH3:4])[c:5]1[cH:6][cH:7][c:8]([CH2:20][O:21][c:22]2[cH:23][c:24]([CH3:38])[c:25]([CH:28]([CH2:29][C:30](=[O:31])[OH:32])[CH:35]=[CH:36][CH3:37])[cH:26][cH:27]2)[cH:9][c:10]1-[c:11]1[c:12]([F:19])[cH:13][cH:14][c:15]([O:17][CH3:18])[cH:16]1. Starting materials: O=C([O-])[O-], COc1ccc(-c2sc3cc(OC)ccc3c2C(=O)c2ccc(O)c(C#N)c2)cc1, ClCCN1CCCCC1, [Cs+], [Cs+]. The product is COc1ccc(-c2sc3cc(OC)ccc3c2C(=O)c2ccc(OCCN3CCCCC3)c(C#N)c2)cc1, Cl. RXN SMILES: [C:40](=[O:41])([O-:42])[O-:43].[CH3:1][O:2][c:3]1[cH:4][cH:5][c:6](-[c:9]2[c:10]([C:20](=[O:21])[c:22]3[cH:23][c:24]([C:29]#[N:30])[c:25]([OH:28])[cH:26][cH:27]3)[c:11]3[c:12]([s:13]2)[cH:14][c:15]([O:18][CH3:19])[cH:16][cH:17]3)[cH:7][cH:8]1.[Cl:31][CH2:32][CH2:33][N:34]1[CH2:35][CH2:36][CH2:37][CH2:38][CH2:39]1.[Cs+:44].[Cs+:45]>>[CH3:1][O:2][c:3]1[cH:4][cH:5][c:6](-[c:9]2[c:10]([C:20](=[O:21])[c:22]3[cH:23][c:24]([C:29]#[N:30])[c:25]([O:28][CH2:32][CH2:33][N:34]4[CH2:35][CH2:36][CH2:37][CH2:38][CH2:39]4)[cH:26][cH:27]3)[c:11]3[c:12]([s:13]2)[cH:14][c:15]([O:18][CH3:19])[cH:16][cH:17]3)[cH:7][cH:8]1.[ClH:31].